This data is from the Open Reaction Database (ORD), a public repository of structured organic reaction records. The task is: describe an organic reaction: reactants, conditions, products, and yield The reactants are C=CCCC(=O)N1C(=O)OCC1Cc1ccccc1, C1CCOC1, C[Si](C)(C)[N-][Si](C)(C)C, Fc1c(C(F)(F)F)cc(Cl)c(CI)c1F, [Li+]. Yields the product C=CCC(Cc1c(Cl)cc(C(F)(F)F)c(F)c1F)C(=O)N1C(=O)OCC1Cc1ccccc1. As a reaction SMILES: [CH2:1]([c:2]1[cH:3][cH:4][cH:5][cH:6][cH:7]1)[CH:8]1[N:9]([C:14]([CH2:15][CH2:16][CH:17]=[CH2:18])=[O:19])[C:10](=[O:13])[O:11][CH2:12]1.[CH2:45]1[O:46][CH2:47][CH2:48][CH2:49]1.[CH3:21][Si:22]([N-:23][Si:24]([CH3:25])([CH3:26])[CH3:27])([CH3:28])[CH3:29].[Cl:30][c:31]1[c:32]([CH2:43][I:44])[c:33]([F:42])[c:34]([F:41])[c:35]([C:37]([F:38])([F:39])[F:40])[cH:36]1.[Li+:20]>>[CH2:1]([c:2]1[cH:3][cH:4][cH:5][cH:6][cH:7]1)[CH:8]1[N:9]([C:14]([CH:15]([CH2:16][CH:17]=[CH2:18])[CH2:43][c:32]2[c:31]([Cl:30])[cH:36][c:35]([C:37]([F:38])([F:39])[F:40])[c:34]([F:41])[c:33]2[F:42])=[O:19])[C:10](=[O:13])[O:11][CH2:12]1.